From a dataset of the Open Reaction Database (ORD), a public repository of structured organic reaction records. describe an organic reaction: reactants, conditions, products, and yield Yield: 82.2%. The product is CN(C(=O)C1=C(N(N=C1)C1=CC=C(C=C1)Cl)C1=CC(=C(C=C1)OC)OC)CC (4-(N-methyl-N-ethylaminocarbonyl)-2-(4-chlorophenyl)-3-(3,4-dimethoxyphenyl)pyrazole). Procedure: The acid prepared in Example 610 (2.6 g) is heated with 75% strength thionyl chloride (50 ml) for 8 hours. The mixture is taken up in dichloromethane and concentrated. The oil obtained (1.4 g) is dissolved in methylene chloride (30 ml) and cooled to about 3° C. A solution of N-methyl-N-ethylamine (0.54 g) and pyridine (0.3 g) in methylene chloride (30 ml) is added, keeping the temperature lower than 5° C. The mixture is stirred for 6 hours 20 minutes at ambient temperature. It is poured into wat... Reaction SMILES: [C:1]([C:4]1[CH:8]=[N:7][N:6]([C:9]2[CH:14]=[CH:13][C:12]([Cl:15])=[CH:11][CH:10]=2)[C:5]=1[C:16]1[CH:21]=[CH:20][C:19]([O:22][CH3:23])=[C:18]([O:24][CH3:25])[CH:17]=1)(O)=[O:2].S(Cl)(Cl)=O.[CH3:30][NH:31][CH2:32][CH3:33].N1C=CC=CC=1>ClCCl.O>[CH3:30][N:31]([CH2:32][CH3:33])[C:1]([C:4]1[CH:8]=[N:7][N:6]([C:9]2[CH:10]=[CH:11][C:12]([Cl:15])=[CH:13][CH:14]=2)[C:5]=1[C:16]1[CH:21]=[CH:20][C:19]([O:22][CH3:23])=[C:18]([O:24][CH3:25])[CH:17]=1)=[O:2]. Conditions: temperature 3 celsius, time 20 minute. Reactants: CNCC (N-methyl-N-ethylamine), N1=CC=CC=C1 (pyridine), C(=O)(O)C1=C(N(N=C1)C1=CC=C(C=C1)Cl)C1=CC(=C(C=C1)OC)OC (4-Carboxy-2-(4-chlorophenyl)-3-(3,4-dimethoxyphenyl)pyrazole), S(=O)(Cl)Cl (thionyl chloride). Solvent: C(Cl)Cl (methylene chloride), O (water), ClCCl (dichloromethane), C(Cl)Cl (methylene chloride). The reactants are OCCOC1=CC=C(C=C1)C1C(CN(CC1)C(=O)OC(C)(C)C)OCC1=CC2=CC=CC=C2C=C1 (tert-butyl (3RS,4RS)-4-[4-(2-hydroxy-ethoxy)-phenyl]-3-(naphthalen-2-ylmethoxy)-piperidine-1-carboxylate), C(C1=CC=CC=C1)(=O)OCC1=C(C=CC=C1)C(=O)Cl (2-chlorocarbonyl-benzyl benzoate). The product is C(C1=CC=CC=C1)(=O)OCC1=C(C(=O)OCCOC2=CC=C(C=C2)C2C(CN(CC2)C(=O)OC(C)(C)C)OCC2=CC3=CC=CC=C3C=C2)C=CC=C1 (tert-butyl (3RS,4RS)-4-[4-[2-(2-benzoyloxymethyl-benzoyloxy)-ethoxy]-phenyl]-3-(naphthalen-2-ylmethoxy)-piperidine-1-carboxylate). Reaction SMILES: [OH:1][CH2:2][CH2:3][O:4][C:5]1[CH:10]=[CH:9][C:8]([CH:11]2[CH2:16][CH2:15][N:14]([C:17]([O:19][C:20]([CH3:23])([CH3:22])[CH3:21])=[O:18])[CH2:13][CH:12]2[O:24][CH2:25][C:26]2[CH:35]=[CH:34][C:33]3[C:28](=[CH:29][CH:30]=[CH:31][CH:32]=3)[CH:27]=2)=[CH:7][CH:6]=1.[C:36]([O:44][CH2:45][C:46]1[CH:51]=[CH:50][CH:49]=[CH:48][C:47]=1[C:52](Cl)=[O:53])(=[O:43])[C:37]1[CH:42]=[CH:41][CH:40]=[CH:39][CH:38]=1>>[C:36]([O:44][CH2:45][C:46]1[CH:51]=[CH:50][CH:49]=[CH:48][C:47]=1[C:52]([O:1][CH2:2][CH2:3][O:4][C:5]1[CH:10]=[CH:9][C:8]([CH:11]2[CH2:16][CH2:15][N:14]([C:17]([O:19][C:20]([CH3:23])([CH3:21])[CH3:22])=[O:18])[CH2:13][CH:12]2[O:24][CH2:25][C:26]2[CH:35]=[CH:34][C:33]3[C:28](=[CH:29][CH:30]=[CH:31][CH:32]=3)[CH:27]=2)=[CH:7][CH:6]=1)=[O:53])(=[O:43])[C:37]1[CH:38]=[CH:39][CH:40]=[CH:41][CH:42]=1. Procedure details: In an analogous manner to that described in Example 22(k), by acylating tert-butyl (3RS,4RS)-4-[4-(2-hydroxy-ethoxy)-phenyl]-3-(naphthalen-2-ylmethoxy)-piperidine-1-carboxylate with 2-chlorocarbonyl-benzyl benzoate there was obtained tert-butyl (3RS,4RS)-4-[4-[2-(2-benzoyloxymethyl-benzoyloxy)-ethoxy]-phenyl]-3-(naphthalen-2-ylmethoxy)-piperidine-1-carboxylate as a colourless solid; MS: 716 (M+H)+. Starting materials: Cl.CN(CC(C(C(C)C)(O)C1=CC(=CC=C1)OC)C)C ((2RS,3RS)-1-dimethylamino-3-(3-methoxy-phenyl)-2,4-dimethyl-pentan-3-ol hydrochloride). Solvent: C(=O)O (formic acid). Product: COC=1C=C(C=CC1)C(C(CN(C)C)C)=C(C)C ((RS)-[3-(3-methoxy-phenyl)-2,4-dimethyl-pent-3-enyl]-dimethylamine). Isolated yield 76.8%. As a reaction SMILES: Cl.[CH3:2][N:3]([CH3:20])[CH2:4][CH:5]([CH3:19])[C:6]([C:11]1[CH:16]=[CH:15][CH:14]=[C:13]([O:17][CH3:18])[CH:12]=1)(O)[CH:7]([CH3:9])[CH3:8]>C(O)=O>[CH3:18][O:17][C:13]1[CH:12]=[C:11]([C:6](=[C:7]([CH3:8])[CH3:9])[CH:5]([CH3:19])[CH2:4][N:3]([CH3:20])[CH3:2])[CH:16]=[CH:15][CH:14]=1 |f:0.1|. Procedure details: Starting from (RS)-1-dimethylamino-2,4-dimethyl-pentan-3-one and 1-bromo-3-methoxy-benzene, (2RS,3RS)-1-dimethylamino-3-(3-methoxy-phenyl)-2,4-dimethyl-pentan-3-ol hydrochloride (26) was obtained, under the conditions given in Example 1 (1st step), in a yield of 44% and with a melting point of 180°-181° C. 30 g (0.1 mole) of compound (26) were reacted with 450 ml of concentrated formic acid as in Example 5. The crude base obtained was introduced on to a column packed with silica gel. Elution wit...